The task is: describe an organic reaction: reactants, conditions, products, and yield. This data is from the Open Reaction Database (ORD), a public repository of structured organic reaction records. The reactants are BrC=1C=C(C=CC1F)C=1N=C(N=NC1)C1=C(C=C(C=C1)F)F (5-(3-bromo-4-fluorophenyl)-3-(2,4-difluorophenyl)-[1,2,4]triazine), FC=1C(=C(C#N)C=CC1)B1OC(C(O1)(C)C)(C)C (3-fluoro-2-(4,4,5,5-tetramethyl-[1,3,2]dioxaborolan-2-yl)benzonitrile). Reagents/catalysts: C=1C=CC(=CC1)[P](C=2C=CC=CC2)(C=3C=CC=CC3)[Pd]([P](C=4C=CC=CC4)(C=5C=CC=CC5)C=6C=CC=CC6)([P](C=7C=CC=CC7)(C=8C=CC=CC8)C=9C=CC=CC9)[P](C=1C=CC=CC1)(C=1C=CC=CC1)C=1C=CC=CC1 (tetrakis(triphenylphosphine)palladium(0)). The solvent is O1CCOCC1 (1,4-dioxane), C([O-])([O-])=O.[Na+].[Na+] (sodium carbonate). Run at temperature 80 celsius. The product is FC=1C=CC=C(C1C1=C(C=CC(=C1)C=1N=C(N=NC1)C1=C(C=C(C=C1)F)F)F)C#N (6,2′-Difluoro-5′-[3-(2,4-difluorophenyl)-[1,2,4]triazin-5-yl]biphenyl-2-carbonitrile). Isolated yield 6.3%. As a reaction SMILES: Br[C:2]1[CH:3]=[C:4]([C:9]2[N:10]=[C:11]([C:15]3[CH:20]=[CH:19][C:18]([F:21])=[CH:17][C:16]=3[F:22])[N:12]=[N:13][CH:14]=2)[CH:5]=[CH:6][C:7]=1[F:8].[F:23][C:24]1[C:25](B2OC(C)(C)C(C)(C)O2)=[C:26]([CH:29]=[CH:30][CH:31]=1)[C:27]#[N:28]>O1CCOCC1.C(=O)([O-])[O-].[Na+].[Na+].C1C=CC([P]([Pd]([P](C2C=CC=CC=2)(C2C=CC=CC=2)C2C=CC=CC=2)([P](C2C=CC=CC=2)(C2C=CC=CC=2)C2C=CC=CC=2)[P](C2C=CC=CC=2)(C2C=CC=CC=2)C2C=CC=CC=2)(C2C=CC=CC=2)C2C=CC=CC=2)=CC=1>[F:23][C:24]1[CH:31]=[CH:30][CH:29]=[C:26]([C:27]#[N:28])[C:25]=1[C:2]1[CH:3]=[C:4]([C:9]2[N:10]=[C:11]([C:15]3[CH:20]=[CH:19][C:18]([F:21])=[CH:17][C:16]=3[F:22])[N:12]=[N:13][CH:14]=2)[CH:5]=[CH:6][C:7]=1[F:8] |f:3.4.5,^1:56,58,77,96|. Procedure details: To a degassed mixture of 5-(3-bromo-4-fluorophenyl)-3-(2,4-difluorophenyl)-[1,2,4]triazine (0.2 g, 0.55 mmol) and 3-fluoro-2-(4,4,5,5-tetramethyl-[1,3,2]dioxaborolan-2-yl)benzonitrile (0.270 g, 1.1 mmol) in 1,4-dioxane (6 ml) and sodium carbonate (2 ml, 2N solution) was added tetrakis(triphenylphosphine)palladium(0), and the mixture heated at 80° C. Fog 24 h. The mixture was cooled to ambient temperature and partitioned between water (30 ml) and dichloromethane (40 ml). The aqueous layer was ext... Reactants: I/C=C/[C@H](CC(=O)OCC)C1=CC=C(C=C1)OC1OCCCC1 (Ethyl (3S,4E)-5-iodo-3-(4-(tetrahydro-2H-pyran-2-yloxy)phenyl)-4-pentenoate), O (water), [Br-].C(C1=CC=CC=C1)[Zn+] (benzyl zinc bromide). The reagents and catalysts are C=1C=CC(=CC1)[P](C=2C=CC=CC2)(C=3C=CC=CC3)[Pd]([P](C=4C=CC=CC4)(C=5C=CC=CC5)C=6C=CC=CC6)([P](C=7C=CC=CC7)(C=8C=CC=CC8)C=9C=CC=CC9)[P](C=1C=CC=CC1)(C=1C=CC=CC1)C=1C=CC=CC1 (Pd(PPh3)4). Run in C1CCOC1 (THF). The product is C1(=CC=CC=C1)C/C=C/[C@H](CC(=O)OCC)C1=CC=C(C=C1)OC1OCCCC1 ((3S,E)-Ethyl 6-phenyl-3-(4-(tetrahydro-2H-pyran-2-yloxy)phenyl)hex-4-enoate). Reaction SMILES: I/[CH:2]=[CH:3]/[C@@H:4]([C:11]1[CH:16]=[CH:15][C:14]([O:17][CH:18]2[CH2:23][CH2:22][CH2:21][CH2:20][O:19]2)=[CH:13][CH:12]=1)[CH2:5][C:6]([O:8][CH2:9][CH3:10])=[O:7].[Br-].[CH2:25]([Zn+])[C:26]1[CH:31]=[CH:30][CH:29]=[CH:28][CH:27]=1.O>C1COCC1.C1C=CC([P]([Pd]([P](C2C=CC=CC=2)(C2C=CC=CC=2)C2C=CC=CC=2)([P](C2C=CC=CC=2)(C2C=CC=CC=2)C2C=CC=CC=2)[P](C2C=CC=CC=2)(C2C=CC=CC=2)C2C=CC=CC=2)(C2C=CC=CC=2)C2C=CC=CC=2)=CC=1>[C:26]1([CH2:25]/[CH:2]=[CH:3]/[C@@H:4]([C:11]2[CH:16]=[CH:15][C:14]([O:17][CH:18]3[CH2:23][CH2:22][CH2:21][CH2:20][O:19]3)=[CH:13][CH:12]=2)[CH2:5][C:6]([O:8][CH2:9][CH3:10])=[O:7])[CH:31]=[CH:30][CH:29]=[CH:28][CH:27]=1 |f:1.2,^1:42,44,63,82|. Reported procedure: To a stirred solution of 84.4 (321.9 mg, 0.748 mmol, 1 eq., MW 430.29) in THF (19 mL) at 23° C. was added Pd(PPh3)4 (86.8 mg, 0.075 mmol, 0.1 eq., MW 1155.58) followed by dropwise addition of benzyl zinc bromide solution (1.8 mL, 0.90 mmol, 1.2 eq., 0.5 M) After 3 hours, water (10 mL) was added to quench the reaction. The mixture was extracted with EtOAc (2×50 mL), dried with MgSO4, and filtered. The organic layer was concentrated in vacuo. The residue was then purified by flash chromatography (...